Dataset: the Open Reaction Database (ORD), a public repository of structured organic reaction records. Task: describe an organic reaction: reactants, conditions, products, and yield The reactants are C1=CC=CC=2C3=CC=CC=C3C(C12)COC(=O)NC1(CCCC1)C(=O)N(NC([C@H](CC(C)C)[C@H](C\C=C\C1=CC=CC=C1)C(NOC1OCCCC1)=O)=O)CC(C)C ((E)-2′-[(1-(9-fluorenylmethyloxycarbonylamino)-1-cyclopentyl)carbonyl]-2(R)-[1(S)-[(tetrahydro-2(RS)-pyranyloxy)carbamoyl]-4-phenyl-3-butenyl]-2′-isobutyl-4-methylvalerohydrazide). Run in ClCCl (dichloromethane), N1CCCCC1 (piperidine). Reaction conditions: time 1 hour. The product is NC1(CCCC1)C(=O)N(NC([C@H](CC(C)C)[C@H](C\C=C\C1=CC=CC=C1)C(NOC1OCCCC1)=O)=O)CC(C)C ((E)-2′-[(1-amino-1-cyclopentyl)carbonyl]-2(R)-[1(S)-[(tetrahydro-2(RS)-pyranyloxy)carbamoyl]-4-phenyl-3-butenyl]-2′-isobutyl-4-methylvalerohydrazide). Isolated yield 72.5%. Reaction SMILES: C1C2C(COC([NH:18][C:19]3([C:24]([N:26]([CH2:55][CH:56]([CH3:58])[CH3:57])[NH:27][C:28](=[O:54])[C@@H:29]([C@@H:34]([C:44](=[O:53])[NH:45][O:46][CH:47]4[CH2:52][CH2:51][CH2:50][CH2:49][O:48]4)[CH2:35]/[CH:36]=[CH:37]/[C:38]4[CH:43]=[CH:42][CH:41]=[CH:40][CH:39]=4)[CH2:30][CH:31]([CH3:33])[CH3:32])=[O:25])[CH2:23][CH2:22][CH2:21][CH2:20]3)=O)C3C(=CC=CC=3)C=2C=CC=1>ClCCl.N1CCCCC1>[NH2:18][C:19]1([C:24]([N:26]([CH2:55][CH:56]([CH3:58])[CH3:57])[NH:27][C:28](=[O:54])[C@@H:29]([C@@H:34]([C:44](=[O:53])[NH:45][O:46][CH:47]2[CH2:52][CH2:51][CH2:50][CH2:49][O:48]2)[CH2:35]/[CH:36]=[CH:37]/[C:38]2[CH:43]=[CH:42][CH:41]=[CH:40][CH:39]=2)[CH2:30][CH:31]([CH3:33])[CH3:32])=[O:25])[CH2:20][CH2:21][CH2:22][CH2:23]1. Procedure details: A solution of 0.69 g of (E)-2′-[(1-(9-fluorenylmethyloxycarbonylamino)-1-cyclopentyl)carbonyl]-2(R)-[1(S)-[(tetrahydro-2(RS)-pyranyloxy)carbamoyl]-4-phenyl-3-butenyl]-2′-isobutyl-4-methylvalerohydrazide in a mixture of 6.4 ml of dichloromethane and 1.6 ml of piperidine was stirred at room temperature for 1 hour. The solution was evaporated and the residue was treated with diethyl ether. The ethereal solution was filtered and evaporated. Chromatography on silica gel using methanol/dichloromethane... Reactants: Cl (Hydrogen chloride), N1=C2C(=CC=C1)CC1=C(O2)C=CC=C1 (5H-[1]benzopyrano[2,3-b]pyridine), C=O (paraformaldehyde), S(O)(O)(=O)=O (sulfuric acid), Cl (hydrochloric acid), C=O (paraformaldehyde), C([O-])([O-])=O.[Na+].[Na+] (sodium carbonate). Run in O (water). The product is ClCC=1C=CC2=C(CC=3C(=NC=CC3)O2)C1 (7-chloromethyl-5H-[1]benzopyrano[2,3-b]pyridine). RXN SMILES: [ClH:1].[N:2]1[CH:7]=[CH:6][CH:5]=[C:4]2[CH2:8][C:9]3[CH:15]=[CH:14][CH:13]=[CH:12][C:10]=3[O:11][C:3]=12.[CH2:16]=O.S(=O)(=O)(O)O.C(=O)([O-])[O-].[Na+].[Na+]>O>[Cl:1][CH2:16][C:14]1[CH:13]=[CH:12][C:10]2[O:11][C:3]3=[N:2][CH:7]=[CH:6][CH:5]=[C:4]3[CH2:8][C:9]=2[CH:15]=1 |f:4.5.6|. Procedure details: Hydrogen chloride gas is passed through a mixture of 10 g of 5H-[1]benzopyrano[2,3-b]pyridine, 1.4 g of paraformaldehyde, 110 ml of concentrated sulfuric acid and 22 ml of concentrated hydrochloric acid at 80°C for 12 hours, while 2 g of paraformaldehyde is added in several portions to the reaction mixture. The reaction mixture is poured into water, and the whole mixture is neutralized with sodium carbonate, and extracted with a large amount of chloroform. The chloroform layer is dried, concentr... RXN SMILES: [CH3:27][CH2:28][O:29][C:30](=[O:31])[CH3:32].[CH3:35][CH2:36][OH:37].[Cl:1][c:2]1[c:3](-[c:11]2[nH:12][c:13](-[c:16]3[cH:17][cH:18][cH:19][cH:20][cH:21]3)[cH:14][n:15]2)[cH:4][c:5]([N+:8]([O-:9])=[O:10])[cH:6][cH:7]1.[Na+:34].[OH-:33].[OH2:22].[OH2:23].[Sn:24]([Cl:25])[Cl:26]>>[Cl:1][c:2]1[c:3](-[c:11]2[nH:12][c:13](-[c:16]3[cH:17][cH:18][cH:19][cH:20][cH:21]3)[cH:14][n:15]2)[cH:4][c:5]([NH2:8])[cH:6][cH:7]1. The reactants are CCOC(C)=O, CCO, O=[N+]([O-])c1ccc(Cl)c(-c2ncc(-c3ccccc3)[nH]2)c1, [Na+], [OH-], O, O, Cl[Sn]Cl. Yields the product Nc1ccc(Cl)c(-c2ncc(-c3ccccc3)[nH]2)c1. The reactants are CC(C)C1N(C(CN1)=O)CC(=O)N (2-(1-methylethyl)-5-oxo-1-imidazolidineacetamide), O1C(CC(=O)OCC(C)C)C1 (2-methylpropyl 3,4-epoxybutanoate). Solvent: C(CCCC)O (pentanol). Yields the product C(N)(=O)CN1C(N(CC1=O)CC(CC(=O)OCC(C)C)O)C(C)C (2-Methylpropyl 3-carbamoylmethyl-Beta-hydroxy-2-(1-methylethyl)-4-oxo-1-imidazolidinebutanoate). Yield: 49.1%. RXN SMILES: [CH3:1][CH:2]([CH:4]1[NH:8][CH2:7][C:6](=[O:9])[N:5]1[CH2:10][C:11]([NH2:13])=[O:12])[CH3:3].[O:14]1[CH2:24][CH:15]1[CH2:16][C:17]([O:19][CH2:20][CH:21]([CH3:23])[CH3:22])=[O:18]>C(O)CCCC>[C:11]([CH2:10][N:5]1[C:6](=[O:9])[CH2:7][N:8]([CH2:24][CH:15]([OH:14])[CH2:16][C:17]([O:19][CH2:20][CH:21]([CH3:23])[CH3:22])=[O:18])[CH:4]1[CH:2]([CH3:1])[CH3:3])(=[O:12])[NH2:13]. Procedure details: A solution of 1.2 g (6.4 mmol) of 2-(1-methylethyl)-5-oxo-1-imidazolidineacetamide and 2 g of 2-methylpropyl 3,4-epoxybutanoate in 40 ml of anhydrous pentanol was stirred at 80° C. for 48 hours. The solvent was evaporated under reduced pressure. The residue was dissolved in 15 ml of 15% HCl, washed with 2×25 ml dichloromethane, basified with sodium carbonate and extracted with 3×35 ml dichloromethane. The organic layer was dried and evaporated to afford 1.08 g of the title compound as a colorles... The reactants are ClCCl, CCO, COc1ccc(CN)cc1, Clc1cc(Cl)nc(Cl)n1, O=P(O)(O)O. Product: COc1ccc(CNc2nc(Cl)cc(Cl)n2)cc1. Reaction SMILES: [CH2:28]([Cl:29])[Cl:30].[CH3:10][CH2:11][OH:12].[CH3:13][O:14][c:15]1[cH:16][cH:17][c:18]([CH2:19][NH2:20])[cH:21][cH:22]1.[Cl:1][c:2]1[n:3][c:4]([Cl:9])[cH:5][c:6]([Cl:8])[n:7]1.[P:23](=[O:24])([OH:25])([OH:26])[OH:27]>>[c:2]1([NH:20][CH2:19][c:18]2[cH:17][cH:16][c:15]([O:14][CH3:13])[cH:22][cH:21]2)[n:3][c:4]([Cl:9])[cH:5][c:6]([Cl:8])[n:7]1. Starting materials: O=CO, CC(C)(C)OC(=O)N1CC2CN(c3ccc(Cl)nc3)CC2C1. Product: CN1CC2CN(c3ccc(Cl)nc3)CC2C1. As a reaction SMILES: [CH:23]([OH:24])=[O:25].[Cl:1][c:2]1[cH:3][cH:4][c:5]([N:8]2[CH2:9][CH:10]3[CH:11]([CH2:12]2)[CH2:13][N:14]([C:16]([O:17][C:18]([CH3:19])([CH3:20])[CH3:21])=[O:22])[CH2:15]3)[cH:6][n:7]1>>[Cl:1][c:2]1[cH:3][cH:4][c:5]([N:8]2[CH2:9][CH:10]3[CH:11]([CH2:12]2)[CH2:13][N:14]([CH3:16])[CH2:15]3)[cH:6][n:7]1. The reactants are FC1=CC=C(CN)C=C1 (4-fluorobenzylamine), ClC=1C2=C(N=C(N1)C1=CC=NO1)SC(=C2C)C (4-chloro-2-(isoxazol-5-yl)-5,6-dimethyl-thieno-[2,3-d]-pyrimidine). The product is O1N=CC=C1C=1N=C(C2=C(N1)SC(=C2C)C)NCC2=CC=C(C=C2)F (2-(isoxazol-5-yl)-4-(4-fluorobenzylamino)-5,6-dimethyl-thieno-[2,3-d]-pyrimidine). Reaction SMILES: [F:1][C:2]1[CH:9]=[CH:8][C:5]([CH2:6][NH2:7])=[CH:4][CH:3]=1.Cl[C:11]1[C:12]2[C:24]([CH3:25])=[C:23]([CH3:26])[S:22][C:13]=2[N:14]=[C:15]([C:17]2[O:21][N:20]=[CH:19][CH:18]=2)[N:16]=1>>[O:21]1[C:17]([C:15]2[N:16]=[C:11]([NH:7][CH2:6][C:5]3[CH:8]=[CH:9][C:2]([F:1])=[CH:3][CH:4]=3)[C:12]3[C:24]([CH3:25])=[C:23]([CH3:26])[S:22][C:13]=3[N:14]=2)=[CH:18][CH:19]=[N:20]1. Procedure: With the procedure of Example 1, the reaction of 4-fluorobenzylamine with 4-chloro-2-(isoxazol-5-yl)-5,6-dimethyl-thieno-[2,3-d]-pyrimidine yields 2-(isoxazol-5-yl)-4-(4-fluorobenzylamino)-5,6-dimethyl-thieno-[2,3-d]-pyrimidine.